This data is from the Open Reaction Database (ORD), a public repository of structured organic reaction records. The task is: describe an organic reaction: reactants, conditions, products, and yield Reactants: C(C)(=O)NC=1C(=C2C3=C(C(N(C(C3=CC=C2)=O)O)=O)C1)N1CCCC1 (5-acetamido-2-hydroxy-6-(pyrrolidin-1-yl)-benzo[de]isoquinoline-1,3-dione), Cl (HCl). Run in CCO (EtOH). Yields the product NC=1C(=C2C3=C(C(N(C(C3=CC=C2)=O)O)=O)C1)N1CCCC1 (5-Amino-2-hydroxy-6-(pyrrolidin-1-yl)-benzo[de]isoquinoline-1,3-dione). Reaction SMILES: C([NH:4][C:5]1[C:6]([N:21]2[CH2:25][CH2:24][CH2:23][CH2:22]2)=[C:7]2[CH:16]=[CH:15][CH:14]=[C:13]3[C:8]2=[C:9]([CH:20]=1)[C:10](=[O:19])[N:11]([OH:18])[C:12]3=[O:17])(=O)C.Cl>CCO>[NH2:4][C:5]1[C:6]([N:21]2[CH2:25][CH2:24][CH2:23][CH2:22]2)=[C:7]2[CH:16]=[CH:15][CH:14]=[C:13]3[C:8]2=[C:9]([CH:20]=1)[C:10](=[O:19])[N:11]([OH:18])[C:12]3=[O:17]. Procedure details: To 5-acetamido-2-hydroxy-6-(pyrrolidin-1-yl)-benzo[de]isoquinoline-1,3-dione (200 mg, 0.59 mmol, from Example 64) was added 40% HCl in EtOH (5.0 mL) at 60° C. overnight, followed by cooling, concentrating, and recrystallization of the residue from ethanol/water solution to give the title compound mp 253-256° C. Starting materials: N1(N=CC=2C1=NC=NC2)C2=CC=C(OCCCC1=C(N=C(S1)C1=CC=C3CCCN(C3=C1)C(NC=1SC3=C(N1)C=CC=C3)=O)C(=O)OCC)C=C2 (ethyl 5-(3-(4-(1H-pyrazolo[3,4-d]pyrimidin-1-yl)phenoxy)propyl)-2-(1-(benzo[d]thiazol-2-ylcarbamoyl)-1,2,3,4-tetrahydroquinolin-7-yl)thiazole-4-carboxylate), CO (MeOH), C1CCOC1 (THF), [Li+].[OH-] (LiOH). Solvent: O (water). Conditions: temperature 60 celsius. Product: N1(N=CC=2C1=NC=NC2)C2=CC=C(OCCCC1=C(N=C(S1)C1=CC=C3CCCN(C3=C1)C(NC=1SC3=C(N1)C=CC=C3)=O)C(=O)O)C=C2 (5-(3-(4-(1H-pyrazolo[3,4-d]pyrimidin-1-yl)phenoxy)propyl)-2-(1-(benzo[d]thiazol-2-ylcarbamoyl)-1,2,3,4-tetrahydroquinolin-7-yl)thiazole-4-carboxylic acid), desired product. Isolated yield 59.0%. RXN SMILES: [N:1]1([C:10]2[CH:51]=[CH:50][C:13]([O:14][CH2:15][CH2:16][CH2:17][C:18]3[S:22][C:21]([C:23]4[CH:32]=[C:31]5[C:26]([CH2:27][CH2:28][CH2:29][N:30]5[C:33](=[O:44])[NH:34][C:35]5[S:36][C:37]6[CH:43]=[CH:42][CH:41]=[CH:40][C:38]=6[N:39]=5)=[CH:25][CH:24]=4)=[N:20][C:19]=3[C:45]([O:47]CC)=[O:46])=[CH:12][CH:11]=2)[C:5]2=[N:6][CH:7]=[N:8][CH:9]=[C:4]2[CH:3]=[N:2]1.CO.C1COCC1.[Li+].[OH-]>O>[N:1]1([C:10]2[CH:11]=[CH:12][C:13]([O:14][CH2:15][CH2:16][CH2:17][C:18]3[S:22][C:21]([C:23]4[CH:32]=[C:31]5[C:26]([CH2:27][CH2:28][CH2:29][N:30]5[C:33](=[O:44])[NH:34][C:35]5[S:36][C:37]6[CH:43]=[CH:42][CH:41]=[CH:40][C:38]=6[N:39]=5)=[CH:25][CH:24]=4)=[N:20][C:19]=3[C:45]([OH:47])=[O:46])=[CH:50][CH:51]=2)[C:5]2=[N:6][CH:7]=[N:8][CH:9]=[C:4]2[CH:3]=[N:2]1 |f:3.4|. Procedure: The title compound 5-(3-(4-(1H-pyrazolo[3,4-d]pyrimidin-1-yl)phenoxy)propyl)-2-(1-(benzo[d]thiazol-2-ylcarbamoyl)-1,2,3,4-tetrahydroquinolin-7-yl)thiazole-4-carboxylic acid (23) was prepared by the following procedure: To ethyl 5-(3-(4-(1H-pyrazolo[3,4-d]pyrimidin-1-yl)phenoxy)propyl)-2-(1-(benzo[d]thiazol-2-ylcarbamoyl)-1,2,3,4-tetrahydroquinolin-7-yl)thiazole-4-carboxylate (23I) (120 mg, 0.17 mmol) was added MeOH and THF. LiOH (20 mg, 0.85 mmol) was dissolved in water and added to the reaction... The reactants are N12CCCN=CC2CCCC1 (1,5-diazabicyclo[5.4.0]undec-5-ene), N12CCCN=CC2CCCC1 (DBU), C(C)(=O)N/C=C/SC1=C(N2C([C@H]([C@H]2C1)[C@H](C)OS(=O)(=O)OCC)=O)C(=O)OC (Methyl (5R,6R)-3-[(E)-2-acetamidoethenylthio]-6-[(S)-1-ethoxysulphonyloxyethyl]-7-oxo-1-azabicyclo[3.2.0]hept-2-ene-2-carboxylate). Run in ClCCl (dichloromethane), ClCCl (dichloromethane), ClCCl (dichloromethane). Reaction conditions: time 10 minute. Yields the product C(C)(=O)N/C=C/SC1=C(N2C(/C(/[C@H]2C1)=C/C)=O)C(=O)OC (methyl (5R,6E)-3-[(E)-2-acetamidoethenylthio]-6-ethylidene-7-oxo-1-azabicyclo[3.2.0]hept-2-ene-2-carboxylate), C(C)(=O)N/C=C/SC1=C(N2C(\C(\[C@H]2C1)=C/C)=O)C(=O)OC (methyl (5R,6Z)-3-[(E)-2-acetamidoethenylthio]-6-ethylidene-7-oxo-1-azabicyclo[3.2.0]hept-2-ene-2-carboxylate). As a reaction SMILES: [C:1]([NH:4]/[CH:5]=[CH:6]/[S:7][C:8]1[CH2:14][C@H:13]2[N:10]([C:11](=[O:24])[C@H:12]2[C@@H:15](OS(OCC)(=O)=O)[CH3:16])[C:9]=1[C:25]([O:27][CH3:28])=[O:26])(=[O:3])[CH3:2].N12CCCCC1C=NCCC2>ClCCl>[C:1]([NH:4]/[CH:5]=[CH:6]/[S:7][C:8]1[CH2:14][C@H:13]2[N:10]([C:11](=[O:24])/[C:12]/2=[CH:15]/[CH3:16])[C:9]=1[C:25]([O:27][CH3:28])=[O:26])(=[O:3])[CH3:2].[C:1]([NH:4]/[CH:5]=[CH:6]/[S:7][C:8]1[CH2:14][C@H:13]2[N:10]([C:11](=[O:24])/[C:12]/2=[CH:15]\[CH3:16])[C:9]=1[C:25]([O:27][CH3:28])=[O:26])(=[O:3])[CH3:2]. Reported procedure: Methyl (5R,6R)-3-[(E)-2-acetamidoethenylthio]-6-[(S)-1-ethoxysulphonyloxyethyl]-7-oxo-1-azabicyclo[3.2.0]hept-2-ene-2-carboxylate (e22) (86 mg) was taken up in dichloromethane (3 ml) and treated with 1,5-diazabicyclo[5.4.0]undec-5-ene (DBU) (33 mg) in dichloromethane (3.3 ml) added dropwise. After 15 minutes more DBU (3 mg) in dichloromethane (0.3 ml) was added and stirring was continued for 10 minutes. The solution was then washed with water (5 ml) and then chromatographed on silica gel to give...